The task is: describe an organic reaction: reactants, conditions, products, and yield. This data is from the Open Reaction Database (ORD), a public repository of structured organic reaction records. The reactants are ClCCl, CCOCC, O=[Cr](=O)([O-])O[Cr](=O)(=O)[O-], OC(C#Cc1cccnc1)c1ccccc1, c1cc[nH+]cc1, c1cc[nH+]cc1. The product is O=C(C#Cc1cccnc1)c1ccccc1. Reaction SMILES: [CH2:22]([Cl:23])[Cl:24].[CH2:41]([O:42][CH2:43][CH3:44])[CH3:45].[Cr:1]([O:2][Cr:3]([O-:4])(=[O:5])=[O:6])([O-:7])(=[O:8])=[O:9].[n:25]1[cH:26][c:27]([C:31]#[C:32][CH:33]([OH:34])[c:35]2[cH:36][cH:37][cH:38][cH:39][cH:40]2)[cH:28][cH:29][cH:30]1.[nH+:10]1[cH:11][cH:12][cH:13][cH:14][cH:15]1.[nH+:16]1[cH:17][cH:18][cH:19][cH:20][cH:21]1>>[n:25]1[cH:26][c:27]([C:31]#[C:32][C:33](=[O:34])[c:35]2[cH:36][cH:37][cH:38][cH:39][cH:40]2)[cH:28][cH:29][cH:30]1.